Dataset: the Open Reaction Database (ORD), a public repository of structured organic reaction records. Task: describe an organic reaction: reactants, conditions, products, and yield The reactants are O=P(Cl)(Cl)Cl (POCl3), ClC=1C(=NC=CN1)CNC(=O)C1(CCNCC1)C(=O)OCC1=CC=CC=C1 (benzyl 4-{[(3-chloropyrazin-2-yl)methyl]carbamoyl}piperidine-4-carboxylate), CCOC(=O)C (EtOAc), C(=O)(O)[O-].[Na+] (NaHCO3). Solvent: CN(C)C=O (DMF), O (water). Product: ClC=1C=2N(C=CN1)C(=NC2)C2CCN(CC2)C(=O)OCC2=CC=CC=C2 (Benzyl 4(8-chloroimidazo[1,5-α]pyrazin-3-yl)piperidine-1-carboxylate). As a reaction SMILES: [Cl:1][C:2]1[C:3]([CH2:8][NH:9][C:10]([C:12]2(C(OCC3C=CC=CC=3)=O)[CH2:17][CH2:16][NH:15][CH2:14][CH2:13]2)=O)=[N:4][CH:5]=[CH:6][N:7]=1.O=P(Cl)(Cl)Cl.C([O-])(O)=O.[Na+].[CH3:38][CH2:39][O:40][C:41](C)=[O:42]>CN(C=O)C.O>[Cl:1][C:2]1[C:3]2[N:4]([C:10]([CH:12]3[CH2:13][CH2:14][N:15]([C:41]([O:40][CH2:39][C:38]4[CH:16]=[CH:17][CH:12]=[CH:13][CH:14]=4)=[O:42])[CH2:16][CH2:17]3)=[N:9][CH:8]=2)[CH:5]=[CH:6][N:7]=1 |f:2.3|. Procedure details: To a suspension of benzyl 4-{[(3-chloropyrazin-2-yl)methyl]carbamoyl}piperidine-4-carboxylate (0.100 g, 0.220 mmol) in EtOAc (0.9 mL) and DMF (0.068 mL) at 0° C. was slowly added POCl3 (0.082 mL, 0.88 mmol). After stirring at rt for an hour the mixture was cooled to 0° C. then treated with solid NaHCO3. The mixture was stirred for 20 min at rt, diluted with water and extracted with EtOAc (3×20 mL). The combined extracts were washed with water (2×30 mL) and brine (30 mL), then dried over Na2SO4, ... The reactants are ClC1=NS(C2=C(N1)C=C(S2)Cl)(=O)=O (3,6-dichloro-4H-thieno[3,2-e]-1,2,4-thiadiazine 1,1-dioxide), [F-].[K+] (potassium fluoride). The reagents and catalysts are [Br-].C(CCCCCCCCCCCCCCC)[N+](C)(C)C (hexadecyltrimethylammonium bromide). Run in CN1C(CCC1)=O (1-methyl-2-pyrrolidinone). Run at temperature 130 celsius, time 20 hour. The product is ClC1=CC=2NC(=NS(C2S1)(=O)=O)F (6-chloro-3-fluoro-4H-thieno[3,2-e]-1,2,4-thiadiazine 1,1-dioxide). RXN SMILES: Cl[C:2]1[NH:7][C:6]2[CH:8]=[C:9]([Cl:11])[S:10][C:5]=2[S:4](=[O:13])(=[O:12])[N:3]=1.[F-:14].[K+]>[Br-].C([N+](C)(C)C)CCCCCCCCCCCCCCC.CN1CCCC1=O>[Cl:11][C:9]1[S:10][C:5]2[S:4](=[O:13])(=[O:12])[N:3]=[C:2]([F:14])[NH:7][C:6]=2[CH:8]=1 |f:1.2,3.4|. Procedure: A mixture of 3,6-dichloro-4H-thieno[3,2-e]-1,2,4-thiadiazine 1,1-dioxide (1.02 g, 3.95 mmol), potassium fluoride (688 mg, 11.9 mmol) and hexadecyltrimethylammonium bromide (43 mg, 0.12 mmol) in dry 1-methyl-2-pyrrolidinone (4 ml) was stirred for 20 h at 130° C. under nitrogen to form 6-chloro-3-fluoro-4H-thieno[3,2-e]-1,2,4-thiadiazine 1,1-dioxide. The mixture was allowed to cool to room temperature and then reacted directly with 1-ethylcyclohexylamine hydrochloride (0.8 g, 5.93 mmol) and trieth...